Dataset: the Open Reaction Database (ORD), a public repository of structured organic reaction records. Task: describe an organic reaction: reactants, conditions, products, and yield Reactants: CCO, CCCC(c1cc(Cl)ccc1N1CCCCC1)C(C(N)=O)c1ccc(C(=O)O)cc1, [H][H]. Yields the product CCCC(c1ccccc1N1CCCCC1)C(C(N)=O)c1ccc(C(=O)O)cc1. RXN SMILES: [CH3:33][CH2:34][OH:35].[Cl:1][c:2]1[cH:3][cH:4][c:5]([N:25]2[CH2:26][CH2:27][CH2:28][CH2:29][CH2:30]2)[c:6]([CH:8]([CH2:9][CH2:10][CH3:11])[CH:12]([c:13]2[cH:14][cH:15][c:16]([C:17](=[O:18])[OH:19])[cH:20][cH:21]2)[C:22](=[O:23])[NH2:24])[cH:7]1.[H:31][H:32]>>[cH:2]1[cH:3][cH:4][c:5]([N:25]2[CH2:26][CH2:27][CH2:28][CH2:29][CH2:30]2)[c:6]([CH:8]([CH2:9][CH2:10][CH3:11])[CH:12]([c:13]2[cH:14][cH:15][c:16]([C:17](=[O:18])[OH:19])[cH:20][cH:21]2)[C:22](=[O:23])[NH2:24])[cH:7]1. Starting materials: COC(C(=C(OCC)OCC)C#N)=O (2-Cyano-3,3-diethoxy-acrylic acid methyl ester), ClC1=C(C(=CC(=C1)Cl)Cl)NN (2,4,6-trichlorophenylhydrazine). Solvent: C(C)O (ethanol). The product is COC(=O)C=1C(=NN(C1N)C1=C(C=C(C=C1Cl)Cl)Cl)OCC (5-Amino-3-ethoxy-1-(2,4,6-trichloro-phenyl)-1H-pyrazole-4-carboxylic acid methyl ester). Yield: 26.0%. RXN SMILES: [CH3:1][O:2][C:3](=[O:14])[C:4]([C:12]#[N:13])=[C:5]([O:9][CH2:10][CH3:11])OCC.[Cl:15][C:16]1[CH:21]=[C:20]([Cl:22])[CH:19]=[C:18]([Cl:23])[C:17]=1[NH:24][NH2:25]>C(O)C>[CH3:1][O:2][C:3]([C:4]1[C:5]([O:9][CH2:10][CH3:11])=[N:25][N:24]([C:17]2[C:18]([Cl:23])=[CH:19][C:20]([Cl:22])=[CH:21][C:16]=2[Cl:15])[C:12]=1[NH2:13])=[O:14]. Procedure details: The crude product obtained in Step A (4.76 g, containing approximately 1.9 g, 9.6 mmol of 2-cyano-3,3-diethoxy-acrylic acid methyl ester) was combined with 2,4,6-trichlorophenylhydrazine (2.02 g, 9.6 mmol) in ethanol (15 ml). The resulting mixture was refluxed for 18 hours. The solvent was removed in vacuo, and the residue was extracted with methylene chloride/water (100 ml of each) with the pH adjusted to 10 with sodium carbonate. The separated aqueous extract was washed with two 50 ml portions... The reactants are Cc1cc(NC(=O)OCC[Si](C)(C)C)cc([N+](=O)[O-])c1Br, CCO, [Cl-], [Fe], [NH4+], O. Yields the product Cc1cc(NC(=O)OCC[Si](C)(C)C)cc(N)c1Br. As a reaction SMILES: [CH3:1][Si:2]([CH2:3][CH2:4][O:5][C:6]([NH:7][c:8]1[cH:9][c:10]([CH3:18])[c:11]([Br:17])[c:12]([N+:14]([O-:15])=[O:16])[cH:13]1)=[O:19])([CH3:20])[CH3:21].[CH3:24][CH2:25][OH:26].[Cl-:22].[Fe:28].[NH4+:23].[OH2:27]>>[CH3:1][Si:2]([CH2:3][CH2:4][O:5][C:6]([NH:7][c:8]1[cH:9][c:10]([CH3:18])[c:11]([Br:17])[c:12]([NH2:14])[cH:13]1)=[O:19])([CH3:20])[CH3:21]. Reactants: [BH4-].[Na+] (Sodium borohydride), C1(=CC=CC=C1)CN1C(C=C(C=C1)CO)Cl (1-(Phenylmethyl)-4-(hydroxymethyl)-pyridinyl chloride), O (water). The solvent is CO (methanol). Run at temperature -20 celsius, time 30 minute. The product is C1(=CC=CC=C1)CN1CCC(=CC1)CO (1,2,3,6-tetrahydro-1-(phenylmethyl)-4-pyridinemethanol). Isolated yield 87.6%. RXN SMILES: [C:1]1([CH2:7][N:8]2[CH:13]=[CH:12][C:11]([CH2:14][OH:15])=[CH:10][CH:9]2Cl)[CH:6]=[CH:5][CH:4]=[CH:3][CH:2]=1.[BH4-].[Na+].O>CO>[C:1]1([CH2:7][N:8]2[CH2:9][CH:10]=[C:11]([CH2:14][OH:15])[CH2:12][CH2:13]2)[CH:2]=[CH:3][CH:4]=[CH:5][CH:6]=1 |f:1.2|. Reported procedure: 1-(Phenylmethyl)-4-(hydroxymethyl)-pyridinyl chloride(0.87 mol) was dissolved in methanol (2200 ml) and cooled to −20° C. Sodium borohydride (1.75 mol) was added portionwise under a nitrogen atmosphere. The reaction mixture was stirred for 30 minutes and water (200 ml) was added dropwise. The reaction mixture was partially evaporated, water was added and the reaction mixture was extracted with DCM. The organic layer was separated, dried, filtered and evaporated. The residue was purified over sil... Reactants: [Br-], CC[Mg+], CC1(C)OB(C(Cl)Cl)OC1(C)C, C1CCOC1. Yields the product CCC(Cl)B1OC(C)(C)C(C)(C)O1. RXN SMILES: [Br-:13].[CH2:14]([CH3:15])[Mg+:16].[Cl:1][CH:2]([B:3]1[O:4][C:5]([CH3:10])([CH3:11])[C:6]([CH3:8])([CH3:9])[O:7]1)[Cl:12].[O:17]1[CH2:18][CH2:19][CH2:20][CH2:21]1>>[Cl:1][CH:2]([B:3]1[O:4][C:5]([CH3:10])([CH3:11])[C:6]([CH3:8])([CH3:9])[O:7]1)[CH2:14][CH3:15]. Reactants: BrB(Br)Br, ClCCl, COc1cc(Cl)ccc1[N+](=O)[O-], O. As a reaction SMILES: [B:1]([Br:2])([Br:3])[Br:4].[CH2:18]([Cl:19])[Cl:20].[Cl:5][c:6]1[cH:7][cH:8][c:9]([N+:14](=[O:15])[O-:16])[c:10]([O:12][CH3:13])[cH:11]1.[OH2:17]>>[Cl:5][c:6]1[cH:7][cH:8][c:9]([N+:14](=[O:15])[O-:16])[c:10]([OH:12])[cH:11]1. The product is O=[N+]([O-])c1ccc(Cl)cc1O.